Dataset: the Open Reaction Database (ORD), a public repository of structured organic reaction records. Task: describe an organic reaction: reactants, conditions, products, and yield Starting materials: [NH4+], [OH-], O, O=S(Cl)Cl, O=C(O)c1cccc(-n2cnc3c(=O)n(-c4ccc(Cl)cc4)c(-c4ccc(-c5ccccc5)cc4)nc32)c1. Yields the product NC(=O)c1cccc(-n2cnc3c(=O)n(-c4ccc(Cl)cc4)c(-c4ccc(-c5ccccc5)cc4)nc32)c1. Reaction SMILES: [NH4+:40].[OH-:39].[OH2:45].[S:41]([Cl:42])([Cl:43])=[O:44].[c:1]1(-[c:33]2[cH:34][cH:35][cH:36][cH:37][cH:38]2)[cH:2][cH:3][c:4](-[c:7]2[n:8](-[c:26]3[cH:27][cH:28][c:29]([Cl:32])[cH:30][cH:31]3)[c:9](=[O:25])[c:10]3[n:11][cH:12][n:13](-[c:16]4[cH:17][c:18]([C:19](=[O:20])[OH:21])[cH:22][cH:23][cH:24]4)[c:14]3[n:15]2)[cH:5][cH:6]1>>[c:1]1(-[c:33]2[cH:34][cH:35][cH:36][cH:37][cH:38]2)[cH:2][cH:3][c:4](-[c:7]2[n:8](-[c:26]3[cH:27][cH:28][c:29]([Cl:32])[cH:30][cH:31]3)[c:9](=[O:25])[c:10]3[n:11][cH:12][n:13](-[c:16]4[cH:17][c:18]([C:19](=[O:21])[NH2:40])[cH:22][cH:23][cH:24]4)[c:14]3[n:15]2)[cH:5][cH:6]1. Starting materials: [BH4-].[Na+] (sodium borohydride), FC(C1=C(C=O)C=CC=C1)(F)F (2-trifluoromethylbenzaldehyde), C(OC)(OC)OC (trimethyl orthoformate), N1C(=NC=C1)CN(CC=1NC=CN1)CC1=CC=C(C(=O)NCCCCN)C=C1 (4-{[bis(1H-imidazol-2-ylmethyl)-amino]-methyl}-N-(4-aminobutyl)-benzamide). Solvent: CO (methanol). Run at time 30 minute. Yields the product C1=CC=C(C(=C1)CNCCCCNC(=O)C2=CC=C(C=C2)CN(CC3=NC=CN3)CC4=NC=CN4)C(F)(F)F (4-{[bis(1H-imidazol-2-ylmethyl)-amino]-methyl}-N-[4-(2-trifluoromethyl)-benzylamino-butyl]-benzamide). Reaction SMILES: [NH:1]1[CH:5]=[CH:4][N:3]=[C:2]1[CH2:6][N:7]([CH2:14][C:15]1[CH:28]=[CH:27][C:18]([C:19]([NH:21][CH2:22][CH2:23][CH2:24][CH2:25][NH2:26])=[O:20])=[CH:17][CH:16]=1)[CH2:8][C:9]1[NH:10][CH:11]=[CH:12][N:13]=1.[F:29][C:30]([F:40])([F:39])[C:31]1[CH:38]=[CH:37][CH:36]=[CH:35][C:32]=1[CH:33]=O.C(OC)(OC)OC.[BH4-].[Na+]>CO>[CH:36]1[CH:35]=[C:32]([CH2:33][NH:26][CH2:25][CH2:24][CH2:23][CH2:22][NH:21][C:19]([C:18]2[CH:27]=[CH:28][C:15]([CH2:14][N:7]([CH2:8][C:9]3[NH:13][CH:12]=[CH:11][N:10]=3)[CH2:6][C:2]3[NH:3][CH:4]=[CH:5][N:1]=3)=[CH:16][CH:17]=2)=[O:20])[C:31]([C:30]([F:29])([F:39])[F:40])=[CH:38][CH:37]=1 |f:3.4|. Reported procedure: The compound (50.6 mg) obtained in Example 3-2 was dissolved in anhydrous methanol (2.0 ml) and added with 2-trifluoromethylbenzaldehyde (manufactured by Tokyo Kasei Kogyo Co., Ltd.) (0.0260 ml) and trimethyl orthoformate (0.0430 ml), followed by stirring at room temperature for 30 minutes. Then, the solution was added with sodium borohydride (14.8 mg), followed by stirring at room temperature for 15 minutes. After completion of the reaction, the solvent was distilled off. The residue was dissol... Reactants: C(#N)C1=CC=C(C=C1)O (4-cyanophenol), C(=O)([O-])[O-].[K+].[K+] (K2CO3), FC1=C(C=O)C=C(C=C1)I (2-fluoro-5-iodobenzaldehyde). The solvent is CN(C(C)=O)C (N,N-dimethylacetamide). Yields the product C(=O)C1=C(OC2=CC=C(C#N)C=C2)C=CC(=C1)I (4-(2-formyl-4-iodo-phenoxy)-benzonitrile). Isolated yield 68.0%. RXN SMILES: F[C:2]1[CH:9]=[CH:8][C:7]([I:10])=[CH:6][C:3]=1[CH:4]=[O:5].[C:11]([C:13]1[CH:18]=[CH:17][C:16]([OH:19])=[CH:15][CH:14]=1)#[N:12].C([O-])([O-])=O.[K+].[K+]>CN(C)C(=O)C>[CH:4]([C:3]1[CH:6]=[C:7]([I:10])[CH:8]=[CH:9][C:2]=1[O:19][C:16]1[CH:17]=[CH:18][C:13]([C:11]#[N:12])=[CH:14][CH:15]=1)=[O:5] |f:2.3.4|. Procedure details: In a manner similar to the method described in Example 50a, 2-fluoro-5-iodobenzaldehyde (2 g, 8 mmol) (Aldrich) was reacted with 4-cyanophenol (1.43 g, 12 mmol) and K2CO3 in N,N-dimethylacetamide to give 4-(2-formyl-4-iodo-phenoxy)-benzonitrile as a light yellow solid (Yield 1.9 g, 70.4%). The reactants are [H-].[Na+] (sodium hydride), [Cl-].COCOCOC (methoxymethyl ether chloride), resultant mixture, O (water), C(C1=CC=CC=C1)OC=1C=CC(=NC1CCC)C(C(F)(F)F)(C(F)(F)F)O (2-(5-(Benzyloxy)-6-propylpyridin-2-yl)-1,1,1,3,3,3-hexafluoropropan-2-ol). Solvent: CN(C)C=O (N,N′-dimethylformamide). Conditions: time 1.5 hour. Yields the product C(C1=CC=CC=C1)OC=1C(=NC(=CC1)C(C(F)(F)F)(C(F)(F)F)OCOC)CCC (3-(benzyloxy)-6-(1,1,1,3,3,3-hexafluoro-2-(methoxymethoxy)propan-2-yl)-2-propylpyridine). The yield is 67.9%. Reaction SMILES: [CH2:1]([O:8][C:9]1[CH:10]=[CH:11][C:12]([C:18]([OH:27])([C:23]([F:26])([F:25])[F:24])[C:19]([F:22])([F:21])[F:20])=[N:13][C:14]=1[CH2:15][CH2:16][CH3:17])[C:2]1[CH:7]=[CH:6][CH:5]=[CH:4][CH:3]=1.[H-].[Na+].[Cl-].[CH3:31][O:32][CH2:33]OCOC.O>CN(C=O)C>[CH2:1]([O:8][C:9]1[C:14]([CH2:15][CH2:16][CH3:17])=[N:13][C:12]([C:18]([O:27][CH2:31][O:32][CH3:33])([C:23]([F:26])([F:25])[F:24])[C:19]([F:22])([F:20])[F:21])=[CH:11][CH:10]=1)[C:2]1[CH:3]=[CH:4][CH:5]=[CH:6][CH:7]=1 |f:1.2,3.4|. Procedure details: 2-(5-(Benzyloxy)-6-propylpyridin-2-yl)-1,1,1,3,3,3-hexafluoropropan-2-ol (537 mg, 1.37 mmol) was dissolved in N,N′-dimethylformamide (2.5 mL) and added with sodium hydride (purity 50%) (79 mg, 1.64 mmol) and methoxymethyl ether chloride (113 μL, 1.50 mmol) under ice-cold conditions The resultant mixture was stirred under ice-cold conditions for 1.5 hours and then further stirred at room temperature for 45 minutes. After completion of the reaction, the reaction solution was added with water and e... Reactants: [Al+3], CCOC(=O)c1cn(Cc2ccc(OCc3nc(-c4ccccc4)oc3C)nc2)nc1-c1ccccc1, [H-], [H-], [H-], [H-], [Li+], [Na+], [Na+], C1CCOC1, O, O, O, O, O, O, O, O, O, O, O=S(=O)([O-])[O-]. Yields the product Cc1oc(-c2ccccc2)nc1COc1ccc(Cn2cc(CO)c(-c3ccccc3)n2)cn1. RXN SMILES: [Al+3:2].[CH3:7][c:8]1[c:9]([CH2:19][O:20][c:21]2[cH:22][cH:23][c:24]([CH2:27][n:28]3[n:29][c:30](-[c:38]4[cH:39][cH:40][cH:41][cH:42][cH:43]4)[c:31]([C:33](=[O:34])[O:35][CH2:36][CH3:37])[cH:32]3)[cH:25][n:26]2)[n:10][c:11](-[c:13]2[cH:14][cH:15][cH:16][cH:17][cH:18]2)[o:12]1.[H-:1].[H-:4].[H-:5].[H-:6].[Li+:3].[Na+:59].[Na+:60].[O:61]1[CH2:62][CH2:63][CH2:64][CH2:65]1.[OH2:44].[OH2:45].[OH2:46].[OH2:47].[OH2:48].[OH2:49].[OH2:50].[OH2:51].[OH2:52].[OH2:53].[S:54]([O-:55])([O-:56])(=[O:57])=[O:58]>>[CH3:7][c:8]1[c:9]([CH2:19][O:20][c:21]2[cH:22][cH:23][c:24]([CH2:27][n:28]3[n:29][c:30](-[c:38]4[cH:39][cH:40][cH:41][cH:42][cH:43]4)[c:31]([CH2:33][OH:34])[cH:32]3)[cH:25][n:26]2)[n:10][c:11](-[c:13]2[cH:14][cH:15][cH:16][cH:17][cH:18]2)[o:12]1. Reactants: [Na+], Nc1ccccc1Oc1cccc2c1NC(=O)C2, C1COCCO1, [OH-], O. Product: [Na+], Nc1ccccc1Oc1cccc(CC(=O)[O-])c1N. As a reaction SMILES: [Na+:20].[O:1]=[C:2]1[NH:3][c:4]2[c:5]([O:11][c:12]3[c:13]([NH2:18])[cH:14][cH:15][cH:16][cH:17]3)[cH:6][cH:7][cH:8][c:9]2[CH2:10]1.[O:21]1[CH2:22][CH2:23][O:24][CH2:25][CH2:26]1.[OH-:19].[OH2:27]>>[Na+:20].[O:1]=[C:2]([CH2:10][c:9]1[c:4]([NH2:3])[c:5]([O:11][c:12]2[c:13]([NH2:18])[cH:14][cH:15][cH:16][cH:17]2)[cH:6][cH:7][cH:8]1)[O-:21]. Reactants: N1CCOCC1 (morpholine), Cl.N1=CC=C(C=C1)CCl (4-picolyl chloride hydrochloride), O (water). Solvent: C(Cl)Cl (methylene chloride). Conditions: time 50 hour. The product is N1(CCOCC1)CC1=CC=NC=C1 (4-(4-morpholinyl)methylpyridine). Yield: 84.4%. RXN SMILES: Cl.[N:2]1[CH:7]=[CH:6][C:5]([CH2:8]Cl)=[CH:4][CH:3]=1.[NH:10]1[CH2:15][CH2:14][O:13][CH2:12][CH2:11]1.O>C(Cl)Cl>[N:10]1([CH2:8][C:5]2[CH:6]=[CH:7][N:2]=[CH:3][CH:4]=2)[CH2:15][CH2:14][O:13][CH2:12][CH2:11]1 |f:0.1|. Procedure details: A suspension of 4-picolyl chloride hydrochloride (10.0 g, 60.98 mmol) in 100 ml of methylene chloride at room temperature is treated with morpholine (26.52 g, 304.9 mmol, 5.0 equiv.) at once. After stirring for 50 h, the reaction mixture is poured into 250 ml of water, extracted six times with ethylacetate, three times with ethylacetate-methanol (9:1) and the combined organic extracts are dried over Na2SO4. The concentrated filtrate is chromatographed with 350 g of silica gel, packed and eluted ... Starting materials: Cc1ccccc1N1CCc2c(Cl)nc3c(C)cccc3c21, C[O-], CO, [Na+]. Product: COc1nc2c(C)cccc2c2c1CCN2c1ccccc1C. Reaction SMILES: [CH3:1][c:2]1[c:3]([N:8]2[CH2:9][CH2:10][c:11]3[c:12]([Cl:22])[n:13][c:14]4[c:15]([CH3:21])[cH:16][cH:17][cH:18][c:19]4[c:20]32)[cH:4][cH:5][cH:6][cH:7]1.[CH3:23][O-:24].[CH3:26][OH:27].[Na+:25]>>[CH3:1][c:2]1[c:3]([N:8]2[CH2:9][CH2:10][c:11]3[c:12]([O:24][CH3:23])[n:13][c:14]4[c:15]([CH3:21])[cH:16][cH:17][cH:18][c:19]4[c:20]32)[cH:4][cH:5][cH:6][cH:7]1. The reactants are Cl (HCl), OO (H2O2), BrC=1C=CC=C2N[C@H](C(NC12)=O)C ((S)-8-bromo-3-methyl-3,4-dihydroquinoxalin-2(1H)-one), [OH-].[Na+] (NaOH). The solvent is O (water), CO (MeOH). Reaction conditions: temperature 85 celsius. Yields the product BrC=1C=CC=C2N=C(C(NC12)=O)C (8-bromo-3-methylquinoxalin-2(1H)-one). Isolated yield 78.2%. Reaction SMILES: [Br:1][C:2]1[CH:3]=[CH:4][CH:5]=[C:6]2[C:11]=1[NH:10][C:9](=[O:12])[C@H:8]([CH3:13])[NH:7]2.[OH-].[Na+].OO.Cl>O.CO>[Br:1][C:2]1[CH:3]=[CH:4][CH:5]=[C:6]2[C:11]=1[NH:10][C:9](=[O:12])[C:8]([CH3:13])=[N:7]2 |f:1.2|. Procedure: A solution of (S)-8-bromo-3-methyl-3,4-dihydroquinoxalin-2(1H)-one (17 g, 70.5 mmol), MeOH (141 mL), and 1.0 N aq. NaOH (141 mL, 141 mmol) was stirred at 85° C. in a three-necked round-bottom flask fitted with a septum, reflux condenser, and addition funnel. A mixture of H2O2 (30% in water; 25.2 mL, 247 mmol) and deionized water (10 mL) was then added, dropwise via the addition funnel, over 45 min, and the resulting mixture was heated at 85° C. for 17 h. The mixture was cooled to RT, 5 N aq. HCl...